Dataset: the Open Reaction Database (ORD), a public repository of structured organic reaction records. Task: describe an organic reaction: reactants, conditions, products, and yield Reactants: [Al+3], CCOCC, O=Cc1ccc(F)c(Oc2ccccc2)c1, [H-], [H-], [H-], [H-], [Li+], [Na+], [OH-], O. Yields the product OCc1ccc(F)c(Oc2ccccc2)c1. RXN SMILES: [Al+3:2].[CH3:26][CH2:27][O:28][CH2:29][CH3:30].[F:7][c:8]1[c:9]([O:16][c:17]2[cH:18][cH:19][cH:20][cH:21][cH:22]2)[cH:10][c:11]([CH:12]=[O:13])[cH:14][cH:15]1.[H-:1].[H-:4].[H-:5].[H-:6].[Li+:3].[Na+:25].[OH-:24].[OH2:23]>>[F:7][c:8]1[c:9]([O:16][c:17]2[cH:18][cH:19][cH:20][cH:21][cH:22]2)[cH:10][c:11]([CH2:12][OH:13])[cH:14][cH:15]1. The reactants are COc1cccc(CCC=O)c1, CCO, Cl, [Mg+2], NNc1ccncc1, O=S(=O)([O-])[O-]. The product is COc1cccc(CCC=NNc2ccncc2)c1, Cl. As a reaction SMILES: [CH3:1][O:2][c:3]1[cH:4][c:5]([CH2:9][CH2:10][CH:11]=[O:12])[cH:6][cH:7][cH:8]1.[CH3:28][CH2:29][OH:30].[ClH:13].[Mg+2:22].[NH:14]([NH2:15])[c:16]1[cH:17][cH:18][n:19][cH:20][cH:21]1.[O-:23][S:24](=[O:25])(=[O:26])[O-:27]>>[CH3:1][O:2][c:3]1[cH:4][c:5]([CH2:9][CH2:10][CH:11]=[N:15][NH:14][c:16]2[cH:17][cH:18][n:19][cH:20][cH:21]2)[cH:6][cH:7][cH:8]1.[ClH:13]. Starting materials: C(#N)C12C3CCC(C(CCC1)C2)C3 (1-cyanotricyclo[4.3.1.12,5 ]undecane), [H-].[Al+3].[Li+].[H-].[H-].[H-] (lithium aluminum hydride). Solvent: O1CCCC1 (tetrahydrofuran), O1CCCC1 (tetrahydrofuran). The product is NCC12C3CCC(C(CCC1)C2)C3 (1-aminomethyltricyclo[4.3.1.12,5 ]undecane). Isolated yield 91.0%. RXN SMILES: [C:1]([C:3]12[CH2:12][CH:8]([CH2:9][CH2:10][CH2:11]1)[CH:7]1[CH2:13][CH:4]2[CH2:5][CH2:6]1)#[N:2].[H-].[Al+3].[Li+].[H-].[H-].[H-]>O1CCCC1>[NH2:2][CH2:1][C:3]12[CH2:12][CH:8]([CH2:9][CH2:10][CH2:11]1)[CH:7]1[CH2:13][CH:4]2[CH2:5][CH2:6]1 |f:1.2.3.4.5.6|. Reported procedure: 1.75 g (0.01 mole) of 1-cyanotricyclo[4.3.1.12,5 ]undecane in 30 ml of dry tetrahydrofuran was added dropwise to 0.45 g of lithium aluminum hydride suspended in tetrahydrofuran. After the addition, the resulting mixture was stirred under reflux for 2 hours. Thereafter, the same procedure was repeated as in Example 1 to afford 1-aminomethyltricyclo[4.3.1.12,5 ]undecane in a yield of 91%. Reactants: CS(=O)(=O)Cl (methanesulfonyl chloride), CO (CH3OH), COC(=O)N1CC(N(CC1)C(CC1=C(C=CC=C1)N)=O)CN1CCCC1 (Methyl-4-[(2-amino-phenyl)acetyl]-3-(R,S)-[(1-pyrrolidinyl)methyl]-1-piperazinecarboxylate). As a reaction SMILES: [CH3:1][O:2][C:3]([N:5]1[CH2:10][CH2:9][N:8]([C:11](=[O:20])[CH2:12][C:13]2[CH:18]=[CH:17][CH:16]=[CH:15][C:14]=2[NH2:19])[CH:7]([CH2:21][N:22]2[CH2:26][CH2:25][CH2:24][CH2:23]2)[CH2:6]1)=[O:4].CS(Cl)(=O)=O.CO>C(Cl)Cl>[NH4+:5].[OH-:2].[CH3:1][O:2][C:3]([N:5]1[CH2:10][CH2:9][N:8]([C:11](=[O:20])[CH2:12][C:13]2[CH:18]=[CH:17][CH:16]=[CH:15][C:14]=2[NH2:19])[CH:7]([CH2:21][N:22]2[CH2:23][CH2:24][CH2:25][CH2:26]2)[CH2:6]1)=[O:4] |f:4.5|. Reported procedure: Then, to a solution of the above compound d (0.15 g, 0.33 mmoL) and triethylamnine(0.10 mL, 0.66 mmoL) in CH2Cl2(10.0 mL) at 0° C. was added methanesulfonyl chloride(0.026 mL, 0.33 mmoL). The reaction was stirred for 16 hr. The reaction was diluted with CH2Cl2(20.0 mL), washed with saturated NAHCO3 solution and water. Then, dried over Mg2SO4. Then, isolated on a silica gel column (solvent system: CH2Cl2: CH3OH: 28% NH4OH (98:2:2) to give the desired product as a free base (0.1 g, 68%). Evaporate... Run in C(Cl)Cl (CH2Cl2), C(Cl)Cl (CH2Cl2), C(Cl)Cl (CH2Cl2). Yields the product [NH4+].[OH-] (NH4OH), COC(=O)N1CC(N(CC1)C(CC1=C(C=CC=C1)N)=O)CN1CCCC1 (Methyl-4-[(2-amino-phenyl)acetyl]-3-(R,S)-[(1-pyrrolidinyl)methyl]-1-piperazinecarboxylate), base. Isolated yield 68.0%. Conditions: time 16 hour. Starting materials: C(=O)C1=CC=C(C#N)C=C1 (4-formylbenzonitrile), C17H20N6O2, NC1=CC(N(C(N1C)=O)C)=O (6-amino-1,3-dimethylpyrimidine-2,4(1H,3H)-dione), Compound 56. Yields the product NC=1C(=C(C2=C(N(C(N(C2=O)C)=O)C)N1)C1=CC=C(C=C1)CN)CN (7-Amino-6-(aminomethyl)-5-(4-(aminomethyl)phenyl)-1,3-dimethylpyrido[2,3-d]pyrimidine-2,4(1H,3H)-dione). As a reaction SMILES: [CH:1]([C:3]1[CH:10]=[CH:9][C:6]([C:7]#[N:8])=[CH:5][CH:4]=1)=O.[NH2:11][C:12]1[N:17]([CH3:18])[C:16](=[O:19])[N:15]([CH3:20])[C:14](=[O:21])[CH:13]=1>>[NH2:11][C:12]1[C:13]([CH2:14][NH2:15])=[C:1]([C:3]2[CH:10]=[CH:9][C:6]([CH2:7][NH2:8])=[CH:5][CH:4]=2)[C:13]2[C:14](=[O:21])[N:15]([CH3:20])[C:16](=[O:19])[N:17]([CH3:18])[C:12]=2[N:11]=1. Procedure details: The synthesis of title compounds started from 4-formylbenzonitrile and 6-amino-1,3-dimethylpyrimidine-2,4(1H,3H)-dione, according to the procedures described in the synthesis of Compound 56. 1H NMR (400 MHz, DMSO-d6) δ ppm 3.06 (s, 3H) 3.53 (s, 3H) 3.56 (d, J=5.56 Hz, 2H) 4.12 (d, J=5.56 Hz, 2H) 7.22 (d, J=7.83 Hz, 2H) 7.49 (m, 4H) 7.92 (br. s., 2H) 8.37 (br. s., 2H) MS [m+H] MS [m+H] calc'd C17H20N6O2 341.38; found 341.4. Reactants: OC1CCCC2=C(C=CC=C12)OCC(=O)OC (1-hydroxy-1,2,3,4-tetrahydro-5-methoxycarbonylmethoxynaphthalene), COC=1C=CC(=CC1)P2(=S)SP(=S)(S2)C=3C=CC(=CC3)OC (Lawesson's reagent). Run in C1(=CC=CC=C1)C (toluene). The product is SC1CCCC2=C(C=CC=C12)OCC(=O)OC (1-mercapto-1,2,3,4-tetrahydro-5-methoxycarbonylmethoxynaphthalene). Yield: 104.2%. Reaction SMILES: O[CH:2]1[C:11]2[C:6](=[C:7]([O:12][CH2:13][C:14]([O:16][CH3:17])=[O:15])[CH:8]=[CH:9][CH:10]=2)[CH2:5][CH2:4][CH2:3]1.COC1C=CC(P2(SP(C3C=CC(OC)=CC=3)(=S)S2)=[S:27])=CC=1>C1(C)C=CC=CC=1>[SH:27][CH:2]1[C:11]2[C:6](=[C:7]([O:12][CH2:13][C:14]([O:16][CH3:17])=[O:15])[CH:8]=[CH:9][CH:10]=2)[CH2:5][CH2:4][CH2:3]1. Reported procedure: A solution of 1-hydroxy-1,2,3,4-tetrahydro-5-methoxycarbonylmethoxynaphthalene (0.42 g) and Lawesson's reagent (0.40 g) in toluene (4 ml) was refluxed under N2 atmosphere for 1 hour. The reaction mixture was purified by chromatography on silica gel to give 1-mercapto-1,2,3,4-tetrahydro-5-methoxycarbonylmethoxynaphthalene (0.26 g). A solution of 1-mercapto-1,2,3,4-tetrahydro-5-methoxycarbonylmethoxynaphthalene (0.26 g), (4,5-diphenyloxazol-2-yl)methyl bromide (0.32 g) and potassium carbonate (0.1... The reactants are O (water), C(C1=CC=CC=C1)(=O)N=C=S (benzoyl isothiocyanate), S1(=O)(=O)NC(=O)C2=CC=CC=C12 (saccharin). Run in ClCCl (dichloromethane), CC(=O)C (acetone), ClCCl (dichloromethane). Yields the product NC(=S)N.C(C1=CC=CC=C1)(=O)N1S(=O)(=O)C2=CC=CC=C2C1=O (Benzoyl Saccharin Thiourea). The yield is 37.0%. RXN SMILES: [C:1]([N:9]=[C:10]=[S:11])(=[O:8])[C:2]1[CH:7]=[CH:6][CH:5]=[CH:4][CH:3]=1.[S:12]1([C:23]2[C:18](=[CH:19][CH:20]=[CH:21][CH:22]=2)[C:16](=[O:17])[NH:15]1)(=[O:14])=[O:13].O>ClCCl.CC(C)=O>[NH2:9][C:10]([NH2:15])=[S:11].[C:1]([N:15]1[C:16](=[O:17])[C:18]2[C:23](=[CH:22][CH:21]=[CH:20][CH:19]=2)[S:12]1(=[O:13])=[O:14])(=[O:8])[C:2]1[CH:7]=[CH:6][CH:5]=[CH:4][CH:3]=1 |f:5.6|. Reported procedure: To a 250 mL 3-neck RBF equipped with a condenser, magnetic stirrer, thermo-probe, nitrogen purge and pressure-equilibrated addition funnel was added benzoyl isothiocyanate (25.0 g, 0.150 mol) and saccharin (28.1 g, 0.150 mol) followed by dichloromethane (100 mL). The mixture was cooled in an ice-water bath at a temperature below 5° C., at which point water (28.1 g, 0.150 mol) and acetone as the solvent and dichloromethane (100 mL) were added slowly over a period of time of about 30 minutes. The ...